Dataset: the Open Reaction Database (ORD), a public repository of structured organic reaction records. Task: describe an organic reaction: reactants, conditions, products, and yield Reported procedure: The solution of alcohol 100 (600 mg, 0.85 mmol) and Dess-Martin periodinane (540 mg, 1.27 mmol) in CH2Cl2 (4.2 mL) was stirred at room temperature for 2 h. The reaction mixture was filtered off the white solid. The filtrate was diluted with CH2Cl2 and washed with brine. The organic layer was dried over anhydrous MgSO4, filtered and concentrated in vacuo. Purification by silica gel column chromatography provided the desired aldehyde 101 (395 mg, 65%) as a solid. Yields the product C(C1=CC=CC=C1)O[C@@H]1[C@H](O[C@H]([C@@H]([C@H]1OCC1=CC=CC=C1)OCC1=CC=CC=C1)C1=CC(=C(C=C1)Cl)CC=1SC(=CN1)C=1OC=CC1)C=O ((2S,3S,4R,5S,6S)-3,4,5-Tris(benzyloxy)-6-(4-chloro-3-((5-(furan-2-yl)thiazol-2-yl)methyl)phenyl)-tetrahydro-2H-pyran-2-carbaldehyde). Yield: 65.8%. The solvent is C(Cl)Cl (CH2Cl2). As a reaction SMILES: [CH2:1]([O:8][C@H:9]1[C@H:14]([O:15][CH2:16][C:17]2[CH:22]=[CH:21][CH:20]=[CH:19][CH:18]=2)[C@@H:13]([O:23][CH2:24][C:25]2[CH:30]=[CH:29][CH:28]=[CH:27][CH:26]=2)[C@H:12]([C:31]2[CH:36]=[CH:35][C:34]([Cl:37])=[C:33]([CH2:38][C:39]3[S:40][C:41]([C:44]4[O:45][CH:46]=[CH:47][CH:48]=4)=[CH:42][N:43]=3)[CH:32]=2)[O:11][C@@H:10]1[CH2:49][OH:50])[C:2]1[CH:7]=[CH:6][CH:5]=[CH:4][CH:3]=1.CC(OI1(OC(C)=O)(OC(C)=O)OC(=O)C2C=CC=CC1=2)=O>C(Cl)Cl>[CH2:1]([O:8][C@H:9]1[C@H:14]([O:15][CH2:16][C:17]2[CH:18]=[CH:19][CH:20]=[CH:21][CH:22]=2)[C@@H:13]([O:23][CH2:24][C:25]2[CH:30]=[CH:29][CH:28]=[CH:27][CH:26]=2)[C@H:12]([C:31]2[CH:36]=[CH:35][C:34]([Cl:37])=[C:33]([CH2:38][C:39]3[S:40][C:41]([C:44]4[O:45][CH:46]=[CH:47][CH:48]=4)=[CH:42][N:43]=3)[CH:32]=2)[O:11][C@@H:10]1[CH:49]=[O:50])[C:2]1[CH:3]=[CH:4][CH:5]=[CH:6][CH:7]=1. The reactants are C(C1=CC=CC=C1)O[C@@H]1[C@H](O[C@H]([C@@H]([C@H]1OCC1=CC=CC=C1)OCC1=CC=CC=C1)C1=CC(=C(C=C1)Cl)CC=1SC(=CN1)C=1OC=CC1)CO (((2R,3R,4R,5S,6S)-3,4,5-Tris(benzyloxy)-6-(4-chloro-3-((5-(furan-2-yl)thiazol-2-yl)methyl)phenyl)-tetrahydro-2H-pyran-2-yl)methanol), CC(=O)OI1(C=2C=CC=CC2C(=O)O1)(OC(=O)C)OC(=O)C (Dess-Martin periodinane). The product is CNC(=O)Nc1ccc(C2=NN=C(C)Cc3cc4c(cc32)OCO4)cc1. Starting materials: CN=C=O, CN(C)C=O, CC1=NN=C(c2ccc(N)cc2)c2cc3c(cc2C1)OCO3, O. As a reaction SMILES: [CH3:1][N:2]=[C:3]=[O:4].[CH3:27][N:28]([CH3:29])[CH:30]=[O:31].[NH2:5][c:6]1[cH:7][cH:8][c:9]([C:12]2=[N:13][N:14]=[C:15]([CH3:26])[CH2:16][c:17]3[c:18]2[cH:19][c:20]2[c:21]([cH:22]3)[O:23][CH2:24][O:25]2)[cH:10][cH:11]1.[OH2:32]>>[CH3:1][NH:2][C:3](=[O:4])[NH:5][c:6]1[cH:7][cH:8][c:9]([C:12]2=[N:13][N:14]=[C:15]([CH3:26])[CH2:16][c:17]3[c:18]2[cH:19][c:20]2[c:21]([cH:22]3)[O:23][CH2:24][O:25]2)[cH:10][cH:11]1. Reactants: [Br-].C(CCCCCCCCCCCCCCC)[N+]1=CN(C=C1)CC1=CC=C(C=C1)C=1OC(=CN1)C1=CC=CC=C1 (1-hexadecyl-3-[4-(5-phenyl-oxazol-2-yl)-benzyl]-3H-imidazol-1-ium bromide), [N-](S(=O)(=O)C(F)(F)F)S(=O)(=O)C(F)(F)F.[Li+] (Lithium bis(trifluoromethylsulphonyl)imide). Run in C(C)O (ethanol). Run at time 3 day. Product: [N-](S(=O)(=O)C(F)(F)F)S(=O)(=O)C(F)(F)F.C(CCCCCCCCCCCCCCC)[N+]1=CN(C=C1)CC1=CC=C(C=C1)C=1OC(=CN1)C1=CC=CC=C1 (1-Hexadecyl-3-[4-(5-phényl-oxazol-2-yl)-benzyl]-3H-imidazol-1-ium bis(trifluoromethylsulphonyl)imide). Reaction SMILES: [Br-].[CH2:2]([N+:18]1[CH:22]=[CH:21][N:20]([CH2:23][C:24]2[CH:29]=[CH:28][C:27]([C:30]3[O:31][C:32]([C:35]4[CH:40]=[CH:39][CH:38]=[CH:37][CH:36]=4)=[CH:33][N:34]=3)=[CH:26][CH:25]=2)[CH:19]=1)[CH2:3][CH2:4][CH2:5][CH2:6][CH2:7][CH2:8][CH2:9][CH2:10][CH2:11][CH2:12][CH2:13][CH2:14][CH2:15][CH2:16][CH3:17].[N-:41]([S:49]([C:52]([F:55])([F:54])[F:53])(=[O:51])=[O:50])[S:42]([C:45]([F:48])([F:47])[F:46])(=[O:44])=[O:43].[Li+]>C(O)C>[N-:41]([S:42]([C:45]([F:48])([F:46])[F:47])(=[O:44])=[O:43])[S:49]([C:52]([F:55])([F:54])[F:53])(=[O:51])=[O:50].[CH2:2]([N+:18]1[CH:22]=[CH:21][N:20]([CH2:23][C:24]2[CH:29]=[CH:28][C:27]([C:30]3[O:31][C:32]([C:35]4[CH:40]=[CH:39][CH:38]=[CH:37][CH:36]=4)=[CH:33][N:34]=3)=[CH:26][CH:25]=2)[CH:19]=1)[CH2:3][CH2:4][CH2:5][CH2:6][CH2:7][CH2:8][CH2:9][CH2:10][CH2:11][CH2:12][CH2:13][CH2:14][CH2:15][CH2:16][CH3:17] |f:0.1,2.3,5.6|. Reported procedure: To a round-bottomed flask are added 1-hexadecyl-3-[4-(5-phenyl-oxazol-2-yl)-benzyl]-3H-imidazol-1-ium bromide (1.007 g, 1.7 mmol) which is then dissolved in ethanol (55 mL). Lithium bis(trifluoromethylsulphonyl)imide (0.731 g, 2.5 mmol) is then added. The solution is stirred at ambient temperature for 3 days. The solvent is removed under reduced pressure. The solid is washed 3 times with 30 mL distilled water and dried under reduced pressure at ambient temperature for 12 hours. The product is ch... Starting materials: C(=O)(OCC)N1CCC(CC1)=O (N-carbethoxy-4-piperidone), C(CCC)[Li] (n-Butyllithium), heptanes, C1(=CC=C(C=C1)SC1=C(C=CC=C1)Br)C (2-(4-tolylsulfanyl)-phenyl bromide). Run in O1CCCC1 (tetrahydrofuran), heptanes, O1CCCC1 (tetrahydrofuran). Reaction conditions: temperature -15 celsius. Yields the product C(=O)(OCC)N1CCC(CC1)(C1=C(C=CC=C1)SC1=CC=C(C=C1)C)O (1-carbethoxy-4-hydroxy-4-[2-(4-methylphenylsulfanyl)phenyl]piperidine). RXN SMILES: [C:1]1([CH3:15])[CH:6]=[CH:5][C:4]([S:7][C:8]2[CH:13]=[CH:12][CH:11]=[CH:10][C:9]=2Br)=[CH:3][CH:2]=1.C([Li])CCC.[C:21]([N:26]1[CH2:31][CH2:30][C:29](=[O:32])[CH2:28][CH2:27]1)([O:23][CH2:24][CH3:25])=[O:22]>O1CCCC1>[C:21]([N:26]1[CH2:27][CH2:28][C:29]([OH:32])([C:9]2[CH:10]=[CH:11][CH:12]=[CH:13][C:8]=2[S:7][C:4]2[CH:5]=[CH:6][C:1]([CH3:15])=[CH:2][CH:3]=2)[CH2:30][CH2:31]1)([O:23][CH2:24][CH3:25])=[O:22]. Reported procedure: 2-(4-tolylsulfanyl)-phenyl bromide (6.98 g, 25 mmol) was dissolved in heptanes (40 mL) and dry tetrahydrofuran (4.1 mL) and after 1.5 hrs the reaction mixture was cooled down to 0° C. under an atmosphere of nitrogen. n-Butyllithium in heptanes 2.7 M (9.8 mL, 26.5 mmol) was added at 0° C. and after 45 min the reaction mixture was cooled to −15° C. A solution of N-carbethoxy-4-piperidone (3.8 mL, 25 mmol) in tetrahydrofuran (15 mL) was added maintaining the temperature below −15° C. Once the addit...